This data is from the Open Reaction Database (ORD), a public repository of structured organic reaction records. The task is: describe an organic reaction: reactants, conditions, products, and yield The reactants are C(C)(C)(C)OC(N[C@H](CC1=CC=CC=C1)[C@H]1OC1)=O ([(1R)-1-{(2R)-oxiran-2-yl}-2-phenyl-ethyl]carbamic acid tert-butylester), N1N=NC2=C1C=CC=C2 (1,2,3-benzotriazole). Yields the product C(C)(C)(C)OC(N[C@@H]([C@H](CN1N=NC2=C1C=CC=C2)O)CC2=CC=CC=C2)=O ([(1R,2S)-3-Benzotriazol-1-yl-1-benzyl-2-hydroxy-propyl]-carbamic acid tert-butyl ester). RXN SMILES: [C:1]([O:5][C:6](=[O:19])[NH:7][C@@H:8]([C@@H:16]1[CH2:18][O:17]1)[CH2:9][C:10]1[CH:15]=[CH:14][CH:13]=[CH:12][CH:11]=1)([CH3:4])([CH3:3])[CH3:2].[NH:20]1[C:24]2[CH:25]=[CH:26][CH:27]=[CH:28][C:23]=2[N:22]=[N:21]1>>[C:1]([O:5][C:6](=[O:19])[NH:7][C@H:8]([CH2:9][C:10]1[CH:15]=[CH:14][CH:13]=[CH:12][CH:11]=1)[C@@H:16]([OH:17])[CH2:18][N:20]1[C:24]2[CH:25]=[CH:26][CH:27]=[CH:28][C:23]=2[N:22]=[N:21]1)([CH3:4])([CH3:3])[CH3:2]. Procedure: Using general procedure 4 and purification method E with [(1R)-1-{(2R)-oxiran-2-yl}-2-phenyl-ethyl]carbamic acid tert-butylester (0.25 g, 0.95 mmol) and 1,2,3-benzotriazole (0.136 g, 1.14 mmol) gives the title compound. Starting materials: CCOC(=O)CN, CO, CCOC(C)=O, CCN(C(C)C)C(C)C, ClC(Cl)Cl, Cl, O=Cc1ccc(-c2nc3ccc(C4(c5ccccc5)CC4)nc3s2)c(F)c1. Yields the product CCOC(=O)CNCc1ccc(-c2nc3ccc(C4(c5ccccc5)CC4)nc3s2)c(F)c1. RXN SMILES: [CH2:2]([CH3:3])[O:4][C:5]([CH2:6][NH2:7])=[O:8].[CH3:49][OH:50].[CH3:51][CH2:52][O:53][C:54]([CH3:55])=[O:56].[CH:13]([N:14]([CH:15]([CH3:16])[CH3:17])[CH2:18][CH3:19])([CH3:20])[CH3:21].[CH:9]([Cl:10])([Cl:11])[Cl:12].[ClH:1].[F:22][c:23]1[cH:24][c:25]([CH:26]=[O:27])[cH:28][cH:29][c:30]1-[c:31]1[s:32][c:33]2[n:34][c:35]([C:40]3([c:43]4[cH:44][cH:45][cH:46][cH:47][cH:48]4)[CH2:41][CH2:42]3)[cH:36][cH:37][c:38]2[n:39]1>>[CH2:2]([CH3:3])[O:4][C:5]([CH2:6][NH:7][CH2:26][c:25]1[cH:24][c:23]([F:22])[c:30](-[c:31]2[s:32][c:33]3[n:34][c:35]([C:40]4([c:43]5[cH:44][cH:45][cH:46][cH:47][cH:48]5)[CH2:41][CH2:42]4)[cH:36][cH:37][c:38]3[n:39]2)[cH:29][cH:28]1)=[O:8]. The reactants are Cl.N(C(=N)N)C1=CC=C(C(=O)O)C=C1 (4-guanidinobenzoic acid hydrochloride), [N+](=O)([O-])C1=CC2=C(N=C(S2)N)C=C1 (6-nitro-2-aminobenzothiazole), ON1N=NC2=C1C=CC=C2 (1-hydroxybenzotriazole), C1(CCCCC1)N=C=NC1CCCCC1 (dicyclohexylcarbodiimide). The solvent is CN(C=O)C (dimethylformamide). Run at time 2 hour. The product is Cl.N(C(=N)N)C1=CC=C(C(=O)NC=2SC3=C(N2)C=CC(=C3)[N+](=O)[O-])C=C1 (4-Guanidino-N-(6-nitrobenzothiazol-2-yl)benzamide hydrochloride). RXN SMILES: [ClH:1].[NH:2]([C:6]1[CH:14]=[CH:13][C:9]([C:10]([OH:12])=O)=[CH:8][CH:7]=1)[C:3]([NH2:5])=[NH:4].ON1C2C=CC=CC=2N=N1.C1(N=C=NC2CCCCC2)CCCCC1.[N+:40]([C:43]1[CH:52]=[CH:51][C:46]2[N:47]=[C:48]([NH2:50])[S:49][C:45]=2[CH:44]=1)([O-:42])=[O:41]>CN(C)C=O>[ClH:1].[NH:2]([C:6]1[CH:7]=[CH:8][C:9]([C:10]([NH:50][C:48]2[S:49][C:45]3[CH:44]=[C:43]([N+:40]([O-:42])=[O:41])[CH:52]=[CH:51][C:46]=3[N:47]=2)=[O:12])=[CH:13][CH:14]=1)[C:3]([NH2:5])=[NH:4] |f:0.1,6.7|. Reported procedure: To a stirred, cold (-5° C.) solution of 1.07 g. of 4-guanidinobenzoic acid hydrochloride and 740 mg. of 1-hydroxybenzotriazole in 8 ml. of dimethylformamide was added 1.12 g. of dicyclohexylcarbodiimide in one portion. After two hours at 0° C., 950 mg. of 6-nitro-2-aminobenzothiazole was added and the reaction mixture was stirred at room temperature for two hours. The mixture was filtered and the filtrate applied to 35 g. of ionexchange resin GC 50 (H+ form). The column was washed with 200 ml. o...